This data is from the Open Reaction Database (ORD), a public repository of structured organic reaction records. The task is: describe an organic reaction: reactants, conditions, products, and yield RXN SMILES: [NH2:1][C:2]1[S:3][C:4]2[CH:10]=[CH:9][CH:8]=[CH:7][C:5]=2[N:6]=1.[C:11](OCC)(=[O:17])[C:12]([O:14][CH2:15][CH3:16])=[O:13]>>[S:3]1[C:4]2[CH:10]=[CH:9][CH:8]=[CH:7][C:5]=2[N:6]=[C:2]1[NH:1][C:11](=[O:17])[C:12]([O:14][CH2:15][CH3:16])=[O:13]. Reactants: NC=1SC2=C(N1)C=CC=C2 (2-aminobenzothiazole), C(C(=O)OCC)(=O)OCC (diethyl oxalate). Isolated yield 44.0%. Product: S1C(=NC2=C1C=CC=C2)NC(C(=O)OCC)=O (Ethyl (2-Benzothiazolyl)Oxamate). Procedure: A mixture of 2-aminobenzothiazole (5.0 g., 0.033 mol) and diethyl oxalate (50 ml.) is heated at reflux for 2.5 hours. A white solid precipitates from the cooled reaction mixture. The solid is recrystallized from ethanol (with a hot filtration) to give the desired product (3.72 g., m.p. 185°-186°, 44%). The reactants are CC(O)(COC(=O)N1Cc2ccc(Cl)cc2C1)Cn1cc([N+](=O)[O-])nc1Cl, [H-], [Na+], CN(C)C=O. Yields the product CC1(COC(=O)N2Cc3ccc(Cl)cc3C2)Cn2cc([N+](=O)[O-])nc2O1. RXN SMILES: [Cl:1][c:2]1[cH:3][c:4]2[c:8]([cH:9][cH:10]1)[CH2:7][N:6]([C:11](=[O:12])[O:13][CH2:14][C:15]([CH2:16][n:17]1[c:18]([Cl:25])[n:19][c:20]([N+:22](=[O:23])[O-:24])[cH:21]1)([CH3:26])[OH:27])[CH2:5]2.[H-:28].[Na+:29].[O:30]=[CH:31][N:32]([CH3:33])[CH3:34]>>[Cl:1][c:2]1[cH:3][c:4]2[c:8]([cH:9][cH:10]1)[CH2:7][N:6]([C:11](=[O:12])[O:13][CH2:14][C:15]1([CH3:26])[CH2:16][n:17]3[c:18]([n:19][c:20]([N+:22](=[O:23])[O-:24])[cH:21]3)[O:27]1)[CH2:5]2. Reactants: CN1CCN(CC1)CC1=CC=C(C=C1)NC1=NC=CC(=N1)C=1C(=NNC1)C1=CC=C(C=C1)C ([4-(4-Methyl-piperazin-1-ylmethyl)-phenyl]-[4-(3-p-tolyl-1H-pyrazol-4-yl)-pyrimidin-2-yl]-amine), CN(CCO)C (2-dimethylamino-ethanol). The product is CN(CCN1N=C(C(=C1)C1=NC(=NC=C1)NC1=CC=C(C=C1)CN1CCN(CC1)C)C1=CC=C(C=C1)C)C ({4-[1-(2-Dimethylamino-ethyl)-3-p-tolyl-1H-pyrazol-4-yl]-pyrimidin-2-yl}-[4-(4-methyl-piperazin-1-ylmethyl)-phenyl]-amine). RXN SMILES: [CH3:1][N:2]1[CH2:7][CH2:6][N:5]([CH2:8][C:9]2[CH:14]=[CH:13][C:12]([NH:15][C:16]3[N:21]=[C:20]([C:22]4[C:23]([C:27]5[CH:32]=[CH:31][C:30]([CH3:33])=[CH:29][CH:28]=5)=[N:24][NH:25][CH:26]=4)[CH:19]=[CH:18][N:17]=3)=[CH:11][CH:10]=2)[CH2:4][CH2:3]1.[CH3:34][N:35]([CH3:39])[CH2:36][CH2:37]O>>[CH3:34][N:35]([CH3:39])[CH2:36][CH2:37][N:25]1[CH:26]=[C:22]([C:20]2[CH:19]=[CH:18][N:17]=[C:16]([NH:15][C:12]3[CH:11]=[CH:10][C:9]([CH2:8][N:5]4[CH2:6][CH2:7][N:2]([CH3:1])[CH2:3][CH2:4]4)=[CH:14][CH:13]=3)[N:21]=2)[C:23]([C:27]2[CH:32]=[CH:31][C:30]([CH3:33])=[CH:29][CH:28]=2)=[N:24]1. Procedure details: The title compound is prepared as described in Example 55 starting from [4-(4-methyl-piperazin-1-ylmethyl)-phenyl]-[4-(3-p-tolyl-1H-pyrazol-4-yl)-pyrimidin-2-yl]-amine (Example 60) and 2-dimethylamino-ethanol. Starting materials: FC1=C(C=C(C=C1)C1=CC=C(C=C1)O)C#N (4-fluoro-4′-hydroxy-1,1′-biphenyl-3-carbonitrile), BrCCOC (1-bromo-2-methoxyethane), [I-].[K+] (potassium iodide), C([O-])([O-])=O.[K+].[K+] (potassium carbonate). Solvent: CC(CC)=O (butanone). Yields the product FC1=C(C=C(C=C1)C1=CC=C(C=C1)OCCOC)C#N (4-fluoro-4′-(2-methoxyethoxy)biphenyl-3-carbonitrile). RXN SMILES: [F:1][C:2]1[CH:7]=[CH:6][C:5]([C:8]2[CH:13]=[CH:12][C:11]([OH:14])=[CH:10][CH:9]=2)=[CH:4][C:3]=1[C:15]#[N:16].Br[CH2:18][CH2:19][O:20][CH3:21].[I-].[K+].C(=O)([O-])[O-].[K+].[K+]>CC(=O)CC>[F:1][C:2]1[CH:7]=[CH:6][C:5]([C:8]2[CH:9]=[CH:10][C:11]([O:14][CH2:18][CH2:19][O:20][CH3:21])=[CH:12][CH:13]=2)=[CH:4][C:3]=1[C:15]#[N:16] |f:2.3,4.5.6|. Procedure: A mixture of 4-fluoro-4′-hydroxy-1,1′-biphenyl-3-carbonitrile (0.50 g, 2.35×10−3 mol), 1-bromo-2-methoxyethane (0.33 g, 2.35×10−3 mol), potassium iodide (0.04 g, 2.35×10−4 mol) and potassium carbonate (1.30 g, 9.40×10−3 mol) in butanone (20 cm3) was reacted, worked up and purified as described for compound 3 in Example 2. Yield 0.26 g (40%), GC purity (100%). Reactants: C(#N)C1=CC(=C(C=C1)N=C=NC1=C(C=CC=C1)Br)O[Si](C)(C)C(C)(C)C (N-(4-cyano-2-t-butyldimethylsilanoxyphenyl)-N′-(2-bromophenyl)carbodiimide), CCCC[N+](CCCC)(CCCC)CCCC.[F-] (TBAF), C(C)(C)N(CC)C(C)C (diisopropylethylamine), Cl.COC([C@@H]1NCCC1)=O (D-proline methyl ester hydro chloride). The solvent is C1CCOC1 (THF), CO (methanol). Product: BrC1=C(C=CC=C1)N1C(N2[C@@H](C1=O)CCC2)=NC2=C(C=C(C#N)C=C2)O (4-[[(7aR)-2-(2-bromophenyl)-hexahydro-1-oxo-3H-pyrrolo[1,2-c]imidazol-3-ylidene]amino]-3-hydroxybenzonitrile). Yield: 77.8%. Reaction SMILES: [C:1]([C:3]1[CH:8]=[CH:7][C:6]([N:9]=[C:10]=[N:11][C:12]2[CH:17]=[CH:16][CH:15]=[CH:14][C:13]=2[Br:18])=[C:5]([O:19][Si](C(C)(C)C)(C)C)[CH:4]=1)#[N:2].C(N(C(C)C)CC)(C)C.Cl.C[O:38][C:39](=O)[C@H:40]1[CH2:44][CH2:43][CH2:42][NH:41]1.CCCC[N+](CCCC)(CCCC)CCCC.[F-]>C1COCC1.CO>[Br:18][C:13]1[CH:14]=[CH:15][CH:16]=[CH:17][C:12]=1[N:11]1[C:39](=[O:38])[C@H:40]2[CH2:44][CH2:43][CH2:42][N:41]2[C:10]1=[N:9][C:6]1[CH:7]=[CH:8][C:3]([C:1]#[N:2])=[CH:4][C:5]=1[OH:19] |f:2.3,4.5|. Procedure details: The standard procedure was followed using N-(4-cyano-2-t-butyldimethylsilanoxyphenyl)-N′-(2-bromophenyl)carbodiimide (107 mg, 0.25 mmol), diisopropylethylamine (71 μL, 0.55 mmol), D-proline methyl ester hydro chloride (46 mg, 0.28 mmol) and TBAF (0.30 mL, 0.30 mmol) in THF (2.5 mL) and methanol (0.1 mL) to give 80 mg (78%) of 4-[[(7aR)-2-(2-bromophenyl)-hexahydro-1-oxo-3H-pyrrolo[1,2-c]imidazol-3-ylidene]amino]-3-hydroxybenzonitrile as a tan powder. MS(EI) m/e 411 (100(M+)). Starting materials: [OH-].[Na+] (sodium hydroxide), [N+](=O)([O-])C1=C(C=CC=C1)NN=C(CC)C(CC)=O (hexane-3,4-dione (2-nitrophenyl)hydrazone), polyphosphoric acid, ice water. Reaction conditions: temperature 80 celsius, time 8 hour. The product is CC1=C(NC2=C(C=CC=C12)[N+](=O)[O-])C(CC)=O (1-(3-Methyl-7-nitro-1H-indol-2-yl)propan-1-one). Yield: 10.0%. RXN SMILES: [N+:1]([C:4]1[CH:9]=[CH:8][CH:7]=[CH:6][C:5]=1[NH:10]N=C(C(=O)CC)CC)([O-:3])=[O:2].[OH-:19].[Na+]>>[CH3:6][C:5]1[C:6]2[C:5](=[C:4]([N+:1]([O-:3])=[O:2])[CH:9]=[CH:8][CH:7]=2)[NH:10][C:4]=1[C:9](=[O:19])[CH2:8][CH3:7] |f:1.2|. Reported procedure: A mixture of hexane-3,4-dione (2-nitrophenyl)hydrazone (3.13 g) and polyphosphoric acid (50 g) was stirred at 80° C. overnight. The reaction mixture was poured into ice water, neutralized with 50% aqueous sodium hydroxide solution, and extracted with ethyl acetate. The ethyl acetate layer was washed with saturated brine, dried (MgSO4) and concentrated. The residue was subjected to silica gel column chromatography and the title compound (0.29 g, yield 10%) was obtained as yellow crystals from a f...